From a dataset of the Open Reaction Database (ORD), a public repository of structured organic reaction records. describe an organic reaction: reactants, conditions, products, and yield Reactants: C#CCCl, Cl, [H-], [Na+], CN(C)C=O, CC(C=NO)=CC1C(C(=O)OC(C)(C)C)C1(C)C. Yields the product C#CCON=CC(C)=CC1C(C(=O)OC(C)(C)C)C1(C)C. As a reaction SMILES: [Cl:19][CH2:20][C:21]#[CH:22].[ClH:25].[H-:23].[Na+:24].[O:26]=[CH:27][N:28]([CH3:29])[CH3:30].[OH:1][N:2]=[CH:3][C:4](=[CH:5][CH:6]1[C:7]([CH3:16])([CH3:17])[CH:8]1[C:9](=[O:10])[O:11][C:12]([CH3:13])([CH3:14])[CH3:15])[CH3:18]>>[O:1]([N:2]=[CH:3][C:4](=[CH:5][CH:6]1[C:7]([CH3:16])([CH3:17])[CH:8]1[C:9](=[O:10])[O:11][C:12]([CH3:13])([CH3:14])[CH3:15])[CH3:18])[CH2:22][C:21]#[CH:20]. Reactants: FC(S(=O)(=O)OC1=C(C(=O)OC)C=CC(=C1)C)(F)F (methyl 2-trifluoromethylsulfonyloxy-4-methylbenzoate), C(=O)([O-])[O-].[Na+].[Na+] (Na2CO3), C1(=CC=CC=C1)B(O)O (phenylboronic acid), [Li+].[Cl-] (LiCl). The reagents and catalysts are C=1C=CC(=CC1)[P](C=2C=CC=CC2)(C=3C=CC=CC3)[Pd]([P](C=4C=CC=CC4)(C=5C=CC=CC5)C=6C=CC=CC6)([P](C=7C=CC=CC7)(C=8C=CC=CC8)C=9C=CC=CC9)[P](C=1C=CC=CC1)(C=1C=CC=CC1)C=1C=CC=CC1 (tetrakis(triphenylphosphine)palladium). The solvent is C1(=CC=CC=C1)C (toluene), C1CCOC1 (THF). Product: CC1=CC(=C(C(=O)OC)C=C1)C1=CC=CC=C1 (methyl 4-methyl-2-phenylbenzoate). RXN SMILES: FC(F)(F)S(O[C:7]1[CH:16]=[C:15]([CH3:17])[CH:14]=[CH:13][C:8]=1[C:9]([O:11][CH3:12])=[O:10])(=O)=O.C([O-])([O-])=O.[Na+].[Na+].[C:26]1(B(O)O)[CH:31]=[CH:30][CH:29]=[CH:28][CH:27]=1.[Li+].[Cl-]>C1(C)C=CC=CC=1.C1COCC1.C1C=CC([P]([Pd]([P](C2C=CC=CC=2)(C2C=CC=CC=2)C2C=CC=CC=2)([P](C2C=CC=CC=2)(C2C=CC=CC=2)C2C=CC=CC=2)[P](C2C=CC=CC=2)(C2C=CC=CC=2)C2C=CC=CC=2)(C2C=CC=CC=2)C2C=CC=CC=2)=CC=1>[CH3:17][C:15]1[CH:14]=[CH:13][C:8]([C:9]([O:11][CH3:12])=[O:10])=[C:7]([C:26]2[CH:31]=[CH:30][CH:29]=[CH:28][CH:27]=2)[CH:16]=1 |f:1.2.3,5.6,^1:52,54,73,92|. Procedure details: To a suspension of product from step B (14 g; 47 mmol), 2M Na2CO3 (61.1 ml; 122.2 mmol) phenylboronic acid (6.3 g; 51.7 mmole) and LiCl (3.98 g; 94 mmol) in toluene (400 ml), was added, under argon atmosphere, a solution of tetrakis(triphenylphosphine)palladium (1.01 ml; 1.88 mmol) in THF (150 ml). The mixture was refluxed overnight, washed with 2N, NaOH and saturated NaCl. The organic phase was evaporated and the residue purified by flash chromatography (AcOEt/Petroleum ether: 95/5) to give met...